Dataset: the Open Reaction Database (ORD), a public repository of structured organic reaction records. Task: describe an organic reaction: reactants, conditions, products, and yield Solvent: C1CCOC1 (THF), C1CCOC1 (THF). Reaction conditions: time 15 minute. The yield is 60.6%. Yields the product C(C1=CC=CC=C1)[C@H]1[C@@H](C(N1[Si](C)(C)C(C)(C)C)=O)O (4(S)-benzyl-1-(tert-butyldimethylsilyl)-3(S)-hydroxyazetidin-2-one). RXN SMILES: C(NC(C)C)(C)C.C([Li])CCC.COP([O:18][CH3:19])OC.[CH2:20]([C@@H:27]1[N:30]([Si:31]([C:34]([CH3:37])([CH3:36])[CH3:35])([CH3:33])[CH3:32])[C:29](=[O:38])C1)[C:21]1[CH:26]=[CH:25][CH:24]=[CH:23][CH:22]=1.O=O>C1COCC1>[CH2:20]([C@@H:27]1[N:30]([Si:31]([C:34]([CH3:36])([CH3:35])[CH3:37])([CH3:32])[CH3:33])[C:29](=[O:38])[C@H:19]1[OH:18])[C:21]1[CH:26]=[CH:25][CH:24]=[CH:23][CH:22]=1. Reported procedure: To a solution of diisopropylamine (800 μL, 5.7 mmol) in anhydrous THF (40 mL) at −20° was added butyllithium (3.56 mL, 5.7 mmol, 1.6 M in hexane). After 15 min., the reaction was cooled to −78°, and freshly distilled trimethylphosphite (1.12 mL, 7.6 mmol) was added followed by a solution of 4(S)-benzyl-1-(tert-butyldimethylsilyl)azetidin-2-one (from example 1, step C, 1.05 g, 3.8 mmol) in THF (10 mL). A constant stream of oxygen was introduced and the mixture was stirred at −78° for 3 h. The rea... Reactants: C(C1=CC=CC=C1)[C@H]1CC(N1[Si](C)(C)C(C)(C)C)=O (4(S)-benzyl-1-(tert-butyldimethylsilyl)azetidin-2-one), O=O (oxygen), C(C)(C)NC(C)C (diisopropylamine), C(CCC)[Li] (butyllithium), COP(OC)OC (trimethylphosphite). Starting materials: C(C)(C)[N-]C(C)C (diisopropyl amide), C(=O)(N1C=NC=C1)N1C=NC=C1 (1,1′-Carbonyldiimidazole), ester, monomethyl ester, C(C1=CC(C(=O)O)=CC=C1)(=O)O (isophthalic acid), methyl 5-methyl-1,3-isophthalate. RXN SMILES: [C:1]([OH:12])(=O)[C:2]1[CH:10]=[CH:9][CH:8]=[C:4]([C:5]([OH:7])=[O:6])[CH:3]=1.C(N1C=CN=C1)([N:15]1C=CN=C1)=O.C([N-]C(C)C)(C)C>C1COCC1.CN(C=O)C>[C:1]([NH2:15])(=[O:12])[C:2]1[CH:10]=[CH:9][CH:8]=[C:4]([C:5]([OH:7])=[O:6])[CH:3]=1 |f:3.4|. The yield is 80.0%. Reported procedure: These compounds are preferably prepared as set forth as follows. An ester, preferably the monomethyl ester of isophthalic acid or methyl 5-methyl-1,3-isophthalate is dissolved in a THF/DMF mixture. 1,1′-Carbonyldiimidazole is added at 20-25 degrees C. The diisopropyl amide is added. After 3-24 hr of stirring at 20 degrees C. to the reflux temperature of the solvent, the reaction mixture is partitioned between saturated aqueous ammonium chloride and a water immiscible organic solvent such as ethy... Run in C1CCOC1.CN(C)C=O (THF DMF). The product is C(C1=CC(C(=O)O)=CC=C1)(=O)N (isophthalic amide). Run at temperature 20 celsius, time 13.5 hour. Starting materials: ClC1=NC(=C2N=CN(C2=N1)[C@H]1COCC1)Cl ((R)-2,6-dichloro-9-(tetrahydrofuran-3-yl)-9H-purine), NCCC1=CC=C(C=C1)O (tyramine). Product: ClC1=NC(=C2N=CN(C2=N1)[C@H]1COCC1)NCCC1=CC=C(C=C1)O ((R)-4-(2-(2-chloro-9-(tetrahydrofuran-3-yl)-9H-purin-6-ylamino)ethyl)phenol). RXN SMILES: [Cl:1][C:2]1[N:10]=[C:9]2[C:5]([N:6]=[CH:7][N:8]2[C@@H:11]2[CH2:15][CH2:14][O:13][CH2:12]2)=[C:4](Cl)[N:3]=1.[NH2:17][CH2:18][CH2:19][C:20]1[CH:25]=[CH:24][C:23]([OH:26])=[CH:22][CH:21]=1>>[Cl:1][C:2]1[N:10]=[C:9]2[C:5]([N:6]=[CH:7][N:8]2[C@@H:11]2[CH2:15][CH2:14][O:13][CH2:12]2)=[C:4]([NH:17][CH2:18][CH2:19][C:20]2[CH:25]=[CH:24][C:23]([OH:26])=[CH:22][CH:21]=2)[N:3]=1. Procedure: Following the procedure of Example 128b, (R)-2,6-dichloro-9-(tetrahydrofuran-3-yl)-9H-purine (b) was reacted with tyramine. The crude reaction mixture was purified by reverse-phase preparative HPLC. MS m/z 360.1 (M+1). The reactants are BrC1=CC=2C3=C(C=NC2C=C1)N(C(N3C=3C(=NN(C3)CC(=O)N(C)CC)C)=O)C (2-[4-(8-bromo-3-methyl-2-oxo-2,3-dihydro-imidazo[4,5-c]quinolin-1-yl)-3-methyl-pyrazol-1-yl]-N-ethyl-N-methyl-acetamide), BrC1=CC=2C3=C(C=NC2C=C1)N(C(N3C=3C(=NN(C3)CC(=O)N(C)CC)C)=O)C (2-[4-(8-bromo-3-methyl-2-oxo-2,3-dihydro-imidazo[4,5-c]quinolin-1-yl)-3-methyl-pyrazol-1-yl]-N-ethyl-N-methyl-acetamide), N1(CCCC1)C1=NC=C(C=N1)B1OC(C)(C)C(C)(C)O1 (2-(pyrrolidin-1-yl)pyrimidine-5-boronic acid pinacol ester). The product is C(C)N(C(CN1N=C(C(=C1)N1C(N(C=2C=NC=3C=CC(=CC3C21)C=2C=NC(=NC2)N2CCCC2)C)=O)C)=O)C (N-Ethyl-N-methyl-2-{3-methyl-4-[3-methyl-2-oxo-8-(2-pyrrolidin-1-yl-pyrimidin-5-yl)-2,3-dihydro-imidazo[4,5-c]quinolin-1-yl]-pyrazol-1-yl}-acetamide). Reaction SMILES: Br[C:2]1[CH:11]=[CH:10][C:9]2[N:8]=[CH:7][C:6]3[N:12]([CH3:29])[C:13](=[O:28])[N:14]([C:15]4[C:16]([CH3:27])=[N:17][N:18]([CH2:20][C:21]([N:23]([CH2:25][CH3:26])[CH3:24])=[O:22])[CH:19]=4)[C:5]=3[C:4]=2[CH:3]=1.[N:30]1([C:35]2[N:40]=[CH:39][C:38](B3OC(C)(C)C(C)(C)O3)=[CH:37][N:36]=2)[CH2:34][CH2:33][CH2:32][CH2:31]1>>[CH2:25]([N:23]([CH3:24])[C:21](=[O:22])[CH2:20][N:18]1[CH:19]=[C:15]([N:14]2[C:5]3[C:4]4[CH:3]=[C:2]([C:38]5[CH:39]=[N:40][C:35]([N:30]6[CH2:31][CH2:32][CH2:33][CH2:34]6)=[N:36][CH:37]=5)[CH:11]=[CH:10][C:9]=4[N:8]=[CH:7][C:6]=3[N:12]([CH3:29])[C:13]2=[O:28])[C:16]([CH3:27])=[N:17]1)[CH3:26]. Procedure details: The title compound was synthesized in a similar manner as described for Example 1.1 using 2-[4-(8-bromo-3-methyl-2-oxo-2,3-dihydro-imidazo[4,5-c]quinolin-1-yl)-3-methyl-pyrazol-1-yl]-N-ethyl-N-methyl-acetamide (Intermediate P) and 2-(pyrrolidin-1-yl)pyrimidine-5-boronic acid pinacol ester (Frontier Scientific, Logan, USA, 37 mg, 0.132 mmol) to give the title compound as an off-white solid. (HPLC: tR 2.53 min (Method A); M+H=526 MS-ES; 1H-NMR (d6-DMSO, 400 MHz) cis&trans amide 8.92 (s, 1H), 8.59-... Starting materials: CC1(OB(OC1(C)C)C1=CC(CC(C1)(C)C)(C)C)C (4,4,5,5-tetramethyl-2-(3,3,5,5-tetramethylcyclohex-1-enyl)[1,3,2]dioxaborolane), BrC1=C(C=CC=C1[N+](=O)[O-])C (2-bromo-3-nitrotoluene), P(=O)([O-])([O-])[O-].[K+].[K+].[K+] (tripotassium phosphate), COCCOC (1,2-dimethoxyethane). Reagents/catalysts: C=1C=CC(=CC1)[P](C=2C=CC=CC2)(C=3C=CC=CC3)[Pd]([P](C=4C=CC=CC4)(C=5C=CC=CC5)C=6C=CC=CC6)([P](C=7C=CC=CC7)(C=8C=CC=CC8)C=9C=CC=CC9)[P](C=1C=CC=CC1)(C=1C=CC=CC1)C=1C=CC=CC1 (tetrakis(triphenylphosphine)palladium(0)). The solvent is O (water), C(C)(=O)OCC (Ethyl acetate), O (water). Conditions: temperature 80 celsius, time 20 minute. Product: CC1=C(C(=CC=C1)[N+](=O)[O-])C1=CC(CC(C1)(C)C)(C)C (1-Methyl-3-nitro-2-(3,3,5,5-tetramethylcyclohex-1-enyl)benzene). Yield: 99.9%. RXN SMILES: CC1(C)C(C)(C)OB([C:9]2[CH2:14][C:13]([CH3:16])([CH3:15])[CH2:12][C:11]([CH3:18])([CH3:17])[CH:10]=2)O1.Br[C:21]1[C:26]([N+:27]([O-:29])=[O:28])=[CH:25][CH:24]=[CH:23][C:22]=1[CH3:30].P([O-])([O-])([O-])=O.[K+].[K+].[K+].COCCOC>C1C=CC([P]([Pd]([P](C2C=CC=CC=2)(C2C=CC=CC=2)C2C=CC=CC=2)([P](C2C=CC=CC=2)(C2C=CC=CC=2)C2C=CC=CC=2)[P](C2C=CC=CC=2)(C2C=CC=CC=2)C2C=CC=CC=2)(C2C=CC=CC=2)C2C=CC=CC=2)=CC=1.O.C(OCC)(=O)C>[CH3:30][C:22]1[CH:23]=[CH:24][CH:25]=[C:26]([N+:27]([O-:29])=[O:28])[C:21]=1[C:9]1[CH2:14][C:13]([CH3:15])([CH3:16])[CH2:12][C:11]([CH3:18])([CH3:17])[CH:10]=1 |f:2.3.4.5,^1:48,50,69,88|. Procedure details: A mixture of 4,4,5,5-tetramethyl-2-(3,3,5,5-tetramethylcyclohex-1-enyl)[1,3,2]dioxaborolane (3.96 g, 15 mmol) produced in Example (4b), 2-bromo-3-nitrotoluene (2.48 g, 11.5 mmol), tetrakis(triphenylphosphine)palladium(0) (1.33 g, 1.15 mmol), tripotassium phosphate (3.66 g, 17.3 mmol), 1,2-dimethoxyethane (30 mL) and water (10 mL) was stirred for 10 hours and 20 minutes at an external temperature of 80° C. under a nitrogen atmosphere. Ethyl acetate and water were added to the reaction mixture, an... Reactants: COC1=CC=C2[C@@H]([C@@H](COC2=C1)C1=CC=C(C=C1)C)C1=CC=C(C=C1)OCCN1CCCCC1 ((±)-cis-7-methoxy-3-(4-methylphenyl)-4-(4-(2-piperidinoethoxy)phenyl)chromane), Cl.N1=CC=CC=C1 (pyridine hydrochloride). The product is OC1=CC=C2[C@@H]([C@@H](COC2=C1)C1=CC=C(C=C1)C)C1=CC=C(C=C1)OCCN1CCCCC1 ((±)-cis-7-Hydroxy-3-(4-methylphenyl)-4-(4-(2-piperidinoethoxy)phenyl)chromane). RXN SMILES: C[O:2][C:3]1[CH:12]=[C:11]2[C:6]([C@H:7]([C:20]3[CH:25]=[CH:24][C:23]([O:26][CH2:27][CH2:28][N:29]4[CH2:34][CH2:33][CH2:32][CH2:31][CH2:30]4)=[CH:22][CH:21]=3)[C@H:8]([C:13]3[CH:18]=[CH:17][C:16]([CH3:19])=[CH:15][CH:14]=3)[CH2:9][O:10]2)=[CH:5][CH:4]=1.Cl.N1C=CC=CC=1>>[OH:2][C:3]1[CH:12]=[C:11]2[C:6]([C@H:7]([C:20]3[CH:25]=[CH:24][C:23]([O:26][CH2:27][CH2:28][N:29]4[CH2:34][CH2:33][CH2:32][CH2:31][CH2:30]4)=[CH:22][CH:21]=3)[C@H:8]([C:13]3[CH:14]=[CH:15][C:16]([CH3:19])=[CH:17][CH:18]=3)[CH2:9][O:10]2)=[CH:5][CH:4]=1 |f:1.2|. Procedure: In an manner analogous to that described in step 5 for Example 10, (±)-cis-7-methoxy-3-(4-methylphenyl)-4-(4-(2-piperidinoethoxy)phenyl)chromane (0.458 g, 1.0 mmol) was de-methylated by heating with pyridine hydrochloride to give the title compound as an off-white solid. Reactants: O=[N+]=O.F[B-](F)(F)F (Nitronium tetrafluoroborate), C(C)(C)(C)C1=CC=C(C=C1)N(CCCN(C)C)C (N-(4-tert-Butyl-phenyl)-N,N′,N′-trimethyl-propane-1,3-diamine). Run in C(C)#N (acetonitrile). Conditions: temperature 0 celsius, time 15 minute. The product is C(C)(C)(C)C1=CC(=C(C=C1)N(CCCN(C)C)C)[N+](=O)[O-] (N-(4-tert-Butyl-2-nitro-phenyl)-N,N′,N′-trimethyl-propane-1,3-diamine). As a reaction SMILES: [O:1]=[N+:2]=[O:3].F[B-](F)(F)F.[C:9]([C:13]1[CH:18]=[CH:17][C:16]([N:19]([CH3:26])[CH2:20][CH2:21][CH2:22][N:23]([CH3:25])[CH3:24])=[CH:15][CH:14]=1)([CH3:12])([CH3:11])[CH3:10]>C(#N)C>[C:9]([C:13]1[CH:14]=[CH:15][C:16]([N:19]([CH3:26])[CH2:20][CH2:21][CH2:22][N:23]([CH3:25])[CH3:24])=[C:17]([N+:2]([O-:3])=[O:1])[CH:18]=1)([CH3:12])([CH3:10])[CH3:11] |f:0.1|. Procedure details: Nitronium-tetrafluoroborate (2.14 g, 16.10 mmol) was dissolved in 40 mL aceonitrile, cooled to 0° C. and stirred for 15 min. A solution of N-(4-tert-Butyl-phenyl)-N,N′,N′-trimethyl-propane-1,3-diamine (Step 1, 2.0 g, 8.05 mmol) in 40 mL acetonitrile was added drop-wise over 10 min. The solution was stirred for 30 min at 0° C., warmed to RT, and stirred an additional 16 h. The reaction was extracted into EtOAc, washed twice with water, once with brine, dried over Mg2SO4, filtered, and concentrate... Reactants: C1=CC=CCC1 (cyclohexadiene), PTFE, [Pd(π-allyl)Cl]2, (R,R)-Naphthyl-Trost ligand, NC1=CC=CC=C1 (aniline). The solvent is C1CCOC1 (THF). Conditions: time 1 minute. Yields the product C1(C=CCCC1)NC1=CC=CC=C1 (N-cyclohex-2-en-1-ylaniline). Isolated yield 86.8%. As a reaction SMILES: [NH2:1][C:2]1[CH:7]=[CH:6][CH:5]=[CH:4][CH:3]=1.[CH:8]1[CH2:13][CH2:12][CH:11]=[CH:10][CH:9]=1>C1COCC1>[CH:2]1([NH:1][C:8]2[CH:13]=[CH:12][CH:11]=[CH:10][CH:9]=2)[CH2:7][CH2:6][CH2:5][CH:4]=[CH:3]1. Procedure: Twelve enantioselective Examples are shown in Table 5 below (entries 1-12). A typical procedure is as follows: [Pd(π-allyl)Cl]2 (2.3 mg, 0.0063 mmol) and the (R,R)-Naphthyl-Trost ligand (10.9 mg, 0.0138 mmol) were dissolved in 0.1 mL of dry THF in a screw-capped vial. After stirring for one min, aniline (11.4 μL, 0.125 mmol) was added, and the color of the solution turned bright yellow. After addition of cyclohexadiene (47.6 μL, 0.500 mmol), the vial was sealed with a cap that contained a PTFE s... Starting materials: ClC=1C=C(C=CC1)NC1=NC=2N(C(=C1)NC1CCNCC1)N=CC2C=C2C(NC(N2)=O)=O (5-((5-(3-chlorophenylamino)-7-(piperidin-4-ylamino)pyrazolo[1,5-a]pyrimidin-3-yl)methylene)imidazolidine-2,4-dione), Br.BrCC1=NC=CC=C1 (2-(bromomethyl)pyridine hydrogen bromide). The solvent is CN(C)C=O (DMF). Reaction conditions: time 0.5 hour. The product is ClC=1C=C(C=CC1)NC1=NC=2N(C(=C1)NC1CCN(CC1)CC1=NC=CC=C1)N=CC2C=C2C(NC(N2)=O)=O (5-((5-(3-chlorophenylamino)-7-(1-(pyridin-2-ylmethyl)piperidin-4-ylamino)pyrazolo[1,5-a]pyrimidin-3-yl)methylene)imidazolidine-2,4-dione). As a reaction SMILES: [Cl:1][C:2]1[CH:3]=[C:4]([NH:8][C:9]2[CH:14]=[C:13]([NH:15][CH:16]3[CH2:21][CH2:20][NH:19][CH2:18][CH2:17]3)[N:12]3[N:22]=[CH:23][C:24]([CH:25]=[C:26]4[NH:30][C:29](=[O:31])[NH:28][C:27]4=[O:32])=[C:11]3[N:10]=2)[CH:5]=[CH:6][CH:7]=1.Br.Br[CH2:35][C:36]1[CH:41]=[CH:40][CH:39]=[CH:38][N:37]=1>CN(C=O)C>[Cl:1][C:2]1[CH:3]=[C:4]([NH:8][C:9]2[CH:14]=[C:13]([NH:15][CH:16]3[CH2:21][CH2:20][N:19]([CH2:35][C:36]4[CH:41]=[CH:40][CH:39]=[CH:38][N:37]=4)[CH2:18][CH2:17]3)[N:12]3[N:22]=[CH:23][C:24]([CH:25]=[C:26]4[NH:30][C:29](=[O:31])[NH:28][C:27]4=[O:32])=[C:11]3[N:10]=2)[CH:5]=[CH:6][CH:7]=1 |f:1.2|. Procedure: To 5-((5-(3-chlorophenylamino)-7-(piperidin-4-ylamino)pyrazolo[1,5-a]pyrimidin-3-yl)methylene)imidazolidine-2,4-dione (30 mg, 0.066 mmol) in DMF was added 2-(bromomethyl)pyridine hydrogen bromide (26.0 mg, 0103 mmol). The mixture was stirred at room temperature for 0.5 hour. The reaction mixture was concentrated, diluted with MeOH, and purified by prep HPLC to yield 5-((5-(3-chlorophenylamino)-7-(1-(pyridin-2-ylmethyl)piperidin-4-ylamino)pyrazolo[1,5-a]pyrimidin-3-yl)methylene)imidazolidine-2,4-...